From a dataset of the Open Reaction Database (ORD), a public repository of structured organic reaction records. describe an organic reaction: reactants, conditions, products, and yield Starting materials: Cl[C@@H]1C[C@H]([C@@H]([C@H]1CCCC1=CC=C(S1)C(=O)OC)\C=C\[C@H](CCCCCO)O)O (Methyl 5-(3-((1R,2R,3R,5R)-5-chloro-2-((S,E)-3,8-dihydroxyoct-1-en-1-yl)-3-hydroxycyclopentyl)propyl)thiophene-2-carboxylate), Cl[C@@H]1C[C@H]([C@@H]([C@H]1CCCC1=CC=C(S1)C(=O)O)\C=C\[C@H](CC(CCC)O)O)O (5-(3-((1R,2R,3R,5R)-5-chloro-2-((3S,E)-3,5-dihydroxyoct-1-en-1-yl)-3-hydroxycyclopentyl)propyl)thiophene-2-carboxylic acid). The product is Cl[C@@H]1C[C@H]([C@@H]([C@H]1CCCC1=CC=C(S1)C(=O)O)\C=C\[C@H](CCCCCO)O)O (5-(3-((1R,2R,3R,5R)-5-chloro-2-((S,E)-3,8-dihydroxyoct-1-en-1-yl)-3-hydroxycyclopentyl)propyl)thiophene-2-carboxylic acid). The yield is 82.0%. RXN SMILES: [Cl:1][C@H:2]1[C@H:6]([CH2:7][CH2:8][CH2:9][C:10]2[S:14][C:13]([C:15]([O:17]C)=[O:16])=[CH:12][CH:11]=2)[C@@H:5](/[CH:19]=[CH:20]/[C@@H:21]([OH:28])[CH2:22][CH2:23][CH2:24][CH2:25][CH2:26][OH:27])[C@H:4]([OH:29])[CH2:3]1.Cl[C@H]1[C@H](CCCC2SC(C(O)=O)=CC=2)[C@@H](/C=C/[C@@H](O)CC(O)CCC)[C@H](O)C1>>[Cl:1][C@H:2]1[C@H:6]([CH2:7][CH2:8][CH2:9][C:10]2[S:14][C:13]([C:15]([OH:17])=[O:16])=[CH:12][CH:11]=2)[C@@H:5](/[CH:19]=[CH:20]/[C@@H:21]([OH:28])[CH2:22][CH2:23][CH2:24][CH2:25][CH2:26][OH:27])[C@H:4]([OH:29])[CH2:3]1. Procedure details: Compound 22 (31.8 mg) was prepared in 82% yield using compound 21 according to the procedures described for compound 14 (see Schemes 1-3).